From a dataset of the Open Reaction Database (ORD), a public repository of structured organic reaction records. describe an organic reaction: reactants, conditions, products, and yield The yield is 55.8%. Reaction conditions: time 1 hour. Product: BrC1=C(C(=C(C=C1)Cl)CF)F (1-bromo-4-chloro-3-fluoromethyl-2-fluorobenzene). Run in C(Cl)Cl (methylene chloride), C(Cl)Cl (methylene chloride). Reported procedure: A solution of diethylamino sulfur trifluoride (7.6 g, 0.047 mol) in methylene chloride (25 mL) was slowly added to (3-bromo-6-chloro-2-fluorophenyl) methanol (10.3 g, 0.043 mol) in methylene chloride (150 mL) at 0° C. The solution was stirred at ambient temperature for 1 hour. A saturated solution of sodium bicarbonate (100 mL) was cautiously added and the mixture extracted with methylene chloride (2×100 mL). The combined organic phases were dried (sodium sulfate) and concentrated. The dark resi... Starting materials: C([O-])(O)=O.[Na+] (sodium bicarbonate), C(C)N(CC)S(F)(F)F (diethylamino sulfur trifluoride), BrC=1C(=C(C(=CC1)Cl)CO)F ((3-bromo-6-chloro-2-fluorophenyl) methanol). As a reaction SMILES: C(N(S(F)(F)[F:7])CC)C.[Br:10][C:11]1[C:12]([F:20])=[C:13]([CH2:18]O)[C:14]([Cl:17])=[CH:15][CH:16]=1.C(=O)(O)[O-].[Na+]>C(Cl)Cl>[Br:10][C:11]1[CH:16]=[CH:15][C:14]([Cl:17])=[C:13]([CH2:18][F:7])[C:12]=1[F:20] |f:2.3|. Starting materials: CCOC(C)=O, CCO, N#Cc1cc(Cl)cs1, [K+], [Na+], [Na+], O=S(=O)([O-])[O-], [OH-], O. The product is NC(=O)c1cc(Cl)cs1. RXN SMILES: [CH3:19][CH2:20][O:21][C:22]([CH3:23])=[O:24].[CH3:25][CH2:26][OH:27].[Cl:4][c:5]1[cH:6][c:7]([C:10]#[N:11])[s:8][cH:9]1.[K+:2].[Na+:12].[Na+:13].[O-:14][S:15]([O-:16])(=[O:17])=[O:18].[OH-:1].[OH2:3]>>[Cl:4][c:5]1[cH:6][c:7]([C:10]([NH2:11])=[O:14])[s:8][cH:9]1. Starting materials: C1COCCO1, COCOCCC(O)Cn1cc([N+](=O)[O-])nc1Cl, [H-], [Na+]. Product: COCOCCC1Cn2cc([N+](=O)[O-])nc2O1. Reaction SMILES: [CH2:21]1[O:22][CH2:23][CH2:24][O:25][CH2:26]1.[Cl:3][c:4]1[n:5]([CH2:12][CH:13]([CH2:14][CH2:15][O:16][CH2:17][O:18][CH3:19])[OH:20])[cH:6][c:7]([N+:9](=[O:10])[O-:11])[n:8]1.[H-:1].[Na+:2]>>[c:4]12[n:5]([cH:6][c:7]([N+:9](=[O:10])[O-:11])[n:8]1)[CH2:12][CH:13]([CH2:14][CH2:15][O:16][CH2:17][O:18][CH3:19])[O:20]2. Reactants: CN1CCN(CCCCl)CC1, Cl, Nc1ccc(O)cc1, [Na+], CN(C)C=O, [OH-]. Product: CN1CCN(CCCOc2ccc(N)cc2)CC1. Reaction SMILES: [Cl:2][CH2:3][CH2:4][CH2:5][N:6]1[CH2:7][CH2:8][N:9]([CH3:12])[CH2:10][CH2:11]1.[ClH:1].[NH2:13][c:14]1[cH:15][cH:16][c:17]([OH:18])[cH:19][cH:20]1.[Na+:22].[O:23]=[CH:24][N:25]([CH3:26])[CH3:27].[OH-:21]>>[CH2:3]([CH2:4][CH2:5][N:6]1[CH2:7][CH2:8][N:9]([CH3:12])[CH2:10][CH2:11]1)[O:18][c:17]1[cH:16][cH:15][c:14]([NH2:13])[cH:20][cH:19]1. The reactants are CC(C)Cc1ccc(-c2nc(-c3ccc(CO)cc3)no2)cc1, ClCCl, CS(C)=O, CCN(C(C)C)C(C)C, O=C(Cl)C(=O)Cl. Product: CC(C)Cc1ccc(-c2nc(-c3ccc(C=O)cc3)no2)cc1. As a reaction SMILES: [CH2:11]([CH:12]([CH3:13])[CH3:14])[c:15]1[cH:16][cH:17][c:18](-[c:21]2[n:22][c:23](-[c:26]3[cH:27][cH:28][c:29]([CH2:32][OH:33])[cH:30][cH:31]3)[n:24][o:25]2)[cH:19][cH:20]1.[CH2:43]([Cl:44])[Cl:45].[CH3:1][S:2](=[O:3])[CH3:4].[CH:34]([N:35]([CH2:36][CH3:37])[CH:38]([CH3:39])[CH3:40])([CH3:41])[CH3:42].[Cl:5][C:6]([C:7]([Cl:8])=[O:9])=[O:10]>>[CH2:11]([CH:12]([CH3:13])[CH3:14])[c:15]1[cH:16][cH:17][c:18](-[c:21]2[n:22][c:23](-[c:26]3[cH:27][cH:28][c:29]([CH:32]=[O:33])[cH:30][cH:31]3)[n:24][o:25]2)[cH:19][cH:20]1.